Dataset: the Open Reaction Database (ORD), a public repository of structured organic reaction records. Task: describe an organic reaction: reactants, conditions, products, and yield Reactants: c1ccc(C(c2ccccc2)N2CCNCC2)cc1, FC(F)(F)c1nnc2ccc(Cl)nn12. Product: FC(F)(F)c1nnc2ccc(N3CCN(C(c4ccccc4)c4ccccc4)CC3)nn12. Reaction SMILES: [CH:1]([c:2]1[cH:3][cH:4][cH:5][cH:6][cH:7]1)([c:8]1[cH:9][cH:10][cH:11][cH:12][cH:13]1)[N:14]1[CH2:15][CH2:16][NH:17][CH2:18][CH2:19]1.[Cl:20][c:21]1[cH:22][cH:23][c:24]2[n:25]([n:26]1)[c:27]([C:30]([F:31])([F:32])[F:33])[n:28][n:29]2>>[CH:1]([c:2]1[cH:3][cH:4][cH:5][cH:6][cH:7]1)([c:8]1[cH:9][cH:10][cH:11][cH:12][cH:13]1)[N:14]1[CH2:15][CH2:16][N:17]([c:21]2[cH:22][cH:23][c:24]3[n:25]([n:26]2)[c:27]([C:30]([F:31])([F:32])[F:33])[n:28][n:29]3)[CH2:18][CH2:19]1. The reactants are C(#C)C1(OC2=C(CC1)C(=C(C(=C2C)C)O)C)C (Rac-3,4-dihydro-2-ethynyl-2,5,7,8-tetramethyl-2H-1-benzopyran-6-ol), BrC=1C=NC=CC1 (3-bromopyridine), C(C)(=O)OCC (ethyl acetate). As a reaction SMILES: [C:1]([C:3]1([CH3:17])[CH2:8][CH2:7][C:6]2[C:9]([CH3:16])=[C:10]([OH:15])[C:11]([CH3:14])=[C:12]([CH3:13])[C:5]=2[O:4]1)#[CH:2].Br[C:19]1[CH:20]=[N:21][CH:22]=[CH:23][CH:24]=1.C(OCC)(=O)C>C(Cl)Cl>[CH3:17][C:3]1([C:1]#[C:2][C:19]2[CH:20]=[N:21][CH:22]=[CH:23][CH:24]=2)[CH2:8][CH2:7][C:6]2[C:9]([CH3:16])=[C:10]([OH:15])[C:11]([CH3:14])=[C:12]([CH3:13])[C:5]=2[O:4]1. Reported procedure: Rac-3,4-dihydro-2-ethynyl-2,5,7,8-tetramethyl-2H-1-benzopyran-6-ol, 4.6 g, was reacted as described in Example 4 with 4.74 g of 3-bromopyridine. The reaction time was extended to 18 hours. The product was isolated by chromatography over 150 g of silica gel using 10% (v/v) of ethyl acetate in methylene chloride for elution. Crystallization of the combined clean fractions from ethyl acetate/hexane gave off-white crystals with m.p. 172°-175° C. The analytical sample was recrystallized from tetrahyd... Run in C(Cl)Cl (methylene chloride). Product: CC1(OC2=C(CC1)C(=C(C(=C2C)C)O)C)C#CC=2C=NC=CC2 (rac-3,4-Dihydro-2,5,7,8-tetramethyl-2-[(3-pyridinyl)ethynyl]-2H-1-benzopyran-6-ol). Conditions: time 18 hour. Reactants: C(C)N1C(=CC=C1)CC1=CC(=CC=C1)N (1-Ethyl-2-(3'-aminobenzyl)pyrrole), C([O-])([O-])=O.[Na+].[Na+] (sodium carbonate), [O-]C#N.[Na+] (sodium cyanate), FC(C(=O)O)(F)F (trifluoroacetic acid). Solvent: C(Cl)Cl (methylene chloride), CO (methanol), C(Cl)Cl (methylene chloride). Run at time 72 hour. Product: C(C)N1C(=CC=C1)CC1=CC(=CC=C1)NC(=O)N (1-Ethyl-2-(3'-ureidobenzyl)pyrrole). Yield: 65.2%. As a reaction SMILES: [CH2:1]([N:3]1[CH:7]=[CH:6][CH:5]=[C:4]1[CH2:8][C:9]1[CH:14]=[CH:13][CH:12]=[C:11]([NH2:15])[CH:10]=1)[CH3:2].[O-:16][C:17]#[N:18].[Na+].FC(F)(F)C(O)=O.C(=O)([O-])[O-].[Na+].[Na+]>C(Cl)Cl.CO>[CH2:1]([N:3]1[CH:7]=[CH:6][CH:5]=[C:4]1[CH2:8][C:9]1[CH:14]=[CH:13][CH:12]=[C:11]([NH:15][C:17]([NH2:18])=[O:16])[CH:10]=1)[CH3:2] |f:1.2,4.5.6|. Procedure details: 1-Ethyl-2-(3'-aminobenzyl)pyrrole 5.6 g (28 mmol) was dissolved in a mixture of 500 ml of methylene chloride and 100 ml methanol; 3.92 g (60 mmol) of sodium cyanate were added to the solution and thereafter, in a dropwise fashion and at room temperature, 4.6 ml (59 mmol) of trifluoroacetic acid in 100 ml of methylene chloride. When the addition was completed, the resulting mixture was stirred for 72 hours, 10 g (90 mmol) of sodium carbonate were added thereto, the mixture stirred for 15 minutes ... The reactants are BrC=1C=C(C(=NC1)Cl)C (5-bromo-2-chloro-3-methylpyridine), C(=O)([O-])[O-].[Cs+].[Cs+] (Cs2CO3), N1=C(C=CC=C1)C(=O)O (2-picolinic acid), C(CC(=O)OCC)(=O)OCC (diethyl malonate). Reagents/catalysts: [Cu]I (CuI). Conditions: temperature 96 celsius, time 36 hour. Product: ClC1=C(C=C(C=N1)C(C(=O)OCC)C(=O)OCC)C (diethyl 2-(6-chloro-5-methylpyridin-3-yl)malonate). RXN SMILES: Br[C:2]1[CH:3]=[C:4]([CH3:9])[C:5]([Cl:8])=[N:6][CH:7]=1.C([O-])([O-])=O.[Cs+].[Cs+].N1C=CC=CC=1C(O)=O.[C:25]([O:33][CH2:34][CH3:35])(=[O:32])[CH2:26][C:27]([O:29][CH2:30][CH3:31])=[O:28]>[Cu]I>[Cl:8][C:5]1[N:6]=[CH:7][C:2]([CH:26]([C:27]([O:29][CH2:30][CH3:31])=[O:28])[C:25]([O:33][CH2:34][CH3:35])=[O:32])=[CH:3][C:4]=1[CH3:9] |f:1.2.3|. Reported procedure: To a flask were added 5-bromo-2-chloro-3-methylpyridine 156-1 (4.13 g, 20 mmol), CuI (380 mg, 2.00 mmol), Cs2CO3 (18 g, 60 mmol), 2-picolinic acid (480 mg, 4.00 mmol). The flask was evacuated and backfilled with argon 3 times. Anhydrous dioxane (40 mL) was added to the flask, followed by diethyl malonate 156-2 (6 mL, 40 mmol). The mixture was stirred at 96° C. for 36 hours under argon. After cooled to room temperature, the mixture was partitioned between ethyl acetate and water. The organic port... The reactants are C1OC=2C=C(N)C=CC2O1 (3,4-methylenedioxyaniline), methyl ester, C(C(=O)C)(=O)OC (methyl pyruvate), COC([C@@H](NC1=CC2=C(C=C1)OCO2)C)=O (N-(3,4-methylenedioxyphenyl)alanine methyl ester). The solvent is C(C(C)C)O (iso-butanol). Yields the product C(C(C)C)OC([C@@H](NC1=CC2=C(C=C1)OCO2)C)=O (N-(3,4-methylenedioxyphenyl)alanine iso-butyl ester). As a reaction SMILES: C1O[C:9]2C=CC(N)=[CH:4][C:3]=2O1.C(OC)(=O)C(C)=O.[CH3:18][O:19][C:20](=[O:33])[C@H:21]([CH3:32])[NH:22][C:23]1[CH:28]=[CH:27][C:26]2[O:29][CH2:30][O:31][C:25]=2[CH:24]=1>C(O)C(C)C>[CH2:18]([O:19][C:20](=[O:33])[C@H:21]([CH3:32])[NH:22][C:23]1[CH:28]=[CH:27][C:26]2[O:29][CH2:30][O:31][C:25]=2[CH:24]=1)[CH:3]([CH3:4])[CH3:9]. Procedure: Following reductive amination General Procedure AA above and using 3,4-methylenedioxyaniline (Aldrich) and methyl pyruvate (Aldrich), N-(3,4-methylenedioxyphenyl)alanine methyl ester was prepared. The methyl ester was then transesterified following General Procedure AQ above and using iso-butanol to provide the title compound as an oil. The reaction was monitored by silica gel tlc (Rf=0.61 in 25% EtOAc/hexanes). Purification was by preparative plate chromatography with silica gel using 25% EtOAc... The reactants are N1(CCOCC1)C(=O)C1C(CCCC1)C(=O)O (2-(Morpholine-4-carbonyl)-cyclohexanecarboxylic acid), ClC1=CC2=C(NC(=N2)C2=CC=C(C=C2)N)C=C1 (4-(5-Chloro-1H-benzoimidazol-2-yl)-phenylamine), COC([C@@H](CC(=O)O)CC1CCCCC1)=O ((R)-2-(Cyclohexylmethyl) succinic acid 1-methyl ester). The product is COC(C(CC(=O)NC1=CC=C(C=C1)C1=NC2=C(N1)C=CC(=C2)Cl)CC2CCCCC2)=O (N-[4-(5-Chloro-1H-benzoimidazol-2-yl)-phenyl]-2-cyclohexylmethyl-succinamic acid methyl ester). The yield is 51.0%. RXN SMILES: N1(C(C2CCCCC2C(O)=O)=O)CCOCC1.[Cl:18][C:19]1[CH:34]=[CH:33][C:22]2[NH:23][C:24]([C:26]3[CH:31]=[CH:30][C:29]([NH2:32])=[CH:28][CH:27]=3)=[N:25][C:21]=2[CH:20]=1.[CH3:35][O:36][C:37](=[O:50])[C@H:38]([CH2:43][CH:44]1[CH2:49][CH2:48][CH2:47][CH2:46][CH2:45]1)[CH2:39][C:40](O)=[O:41]>>[CH3:35][O:36][C:37](=[O:50])[CH:38]([CH2:43][CH:44]1[CH2:45][CH2:46][CH2:47][CH2:48][CH2:49]1)[CH2:39][C:40]([NH:32][C:29]1[CH:28]=[CH:27][C:26]([C:24]2[NH:23][C:22]3[CH:33]=[CH:34][C:19]([Cl:18])=[CH:20][C:21]=3[N:25]=2)=[CH:31][CH:30]=1)=[O:41]. Procedure details: This compound was prepared by the procedure described in Example 1 part (a) from 4-(5-Chloro-1H-benzoimidazol-2-yl)-phenylamine and (R)-2-(Cyclohexylmethyl) succinic acid 1-methyl ester to give the crude product (2.0 g, 51%), which was used in the next step without further purification. Reactants: ClCCl, Cc1nccc(-c2sc(C3CCN(C(=O)OC(C)(C)C)CC3)nc2-c2cccc(NS(=O)(=O)c3ccoc3)c2F)n1, O=C(O)C(F)(F)F. Yields the product Cc1nccc(-c2sc(C3CCNCC3)nc2-c2cccc(NS(=O)(=O)c3ccoc3)c2F)n1. Reaction SMILES: [Cl:49][CH2:50][Cl:51].[F:1][c:2]1[c:3](-[c:17]2[n:18][c:19]([CH:29]3[CH2:30][CH2:31][N:32]([C:35]([O:36][C:37]([CH3:38])([CH3:39])[CH3:40])=[O:41])[CH2:33][CH2:34]3)[s:20][c:21]2-[c:22]2[n:23][c:24]([CH3:28])[n:25][cH:26][cH:27]2)[cH:4][cH:5][cH:6][c:7]1[NH:8][S:9](=[O:10])(=[O:11])[c:12]1[cH:13][o:14][cH:15][cH:16]1.[F:42][C:43]([F:44])([F:45])[C:46]([OH:47])=[O:48]>>[F:1][c:2]1[c:3](-[c:17]2[n:18][c:19]([CH:29]3[CH2:30][CH2:31][NH:32][CH2:33][CH2:34]3)[s:20][c:21]2-[c:22]2[n:23][c:24]([CH3:28])[n:25][cH:26][cH:27]2)[cH:4][cH:5][cH:6][c:7]1[NH:8][S:9](=[O:10])(=[O:11])[c:12]1[cH:13][o:14][cH:15][cH:16]1.